Dataset: the Open Reaction Database (ORD), a public repository of structured organic reaction records. Task: describe an organic reaction: reactants, conditions, products, and yield The reactants are [OH-].[Na+] (sodium hydroxide), COC(C1=C(C=CC(=C1)Cl)C1CCN(CC1)CCN1C(COC2=C1C=CC=C2)=O)=O (5-Chloro-2-{1-{2-(3-oxo-2,3-dihydro-benzo[1,4]oxazin-4-yl)-ethyl]-piperidin-4-yl}-benzoic acid methyl ester), Cl (hydrochloric acid). Run in CO (methanol). Reaction conditions: time 24 hour. Product: ClC=1C=CC(=C(C(=O)O)C1)C1CCN(CC1)CCN1C(COC2=C1C=CC=C2)=O (5-chloro-2-[1-[2(3-oxo-2,3-dihydro-benzo[1,4]oxazin-4-yl)-ethyl]-piperidin-4-yl}-benzoic acid). The yield is 64.1%. As a reaction SMILES: C[O:2][C:3](=[O:30])[C:4]1[CH:9]=[C:8]([Cl:10])[CH:7]=[CH:6][C:5]=1[CH:11]1[CH2:16][CH2:15][N:14]([CH2:17][CH2:18][N:19]2[C:24]3[CH:25]=[CH:26][CH:27]=[CH:28][C:23]=3[O:22][CH2:21][C:20]2=[O:29])[CH2:13][CH2:12]1.[OH-].[Na+].Cl>CO>[Cl:10][C:8]1[CH:7]=[CH:6][C:5]([CH:11]2[CH2:16][CH2:15][N:14]([CH2:17][CH2:18][N:19]3[C:24]4[CH:25]=[CH:26][CH:27]=[CH:28][C:23]=4[O:22][CH2:21][C:20]3=[O:29])[CH2:13][CH2:12]2)=[C:4]([CH:9]=1)[C:3]([OH:30])=[O:2] |f:1.2|. Procedure details: Compound 4-6 (1.00 g, 2.33 mmol) was dissolved in methanol (3 mL), treated with 3N sodium hydroxide solution (3.1 mL, 9.33 mmol) at rt, and stirred for 24 hrs. The reaction was neutralized with 2N hydrochloric acid solution (7 mL, 14 mmol) and purified by RP HPLC (gradient elution with 15-90% acetonitrile in water, each containing 0.1% TFA). Lyophilization afforded product Compound 4-7 as a white solid (trifluoroacetate salt, 0.62 g, 64%). 1H NMR (300 MHz, DMSO) δ 7.76 (br s, 1H), 7.64 (br d, J=... The reactants are CCOC(C)=O, COCOC(c1cc(OC)c(C)c(OC)c1)C(CCCc1ccccc1)Oc1ccc(Oc2cc(C)ccc2C(=O)OC)cc1, Cl, C1CCOC1. The product is COC(=O)c1ccc(C)cc1Oc1ccc(OC(CCCc2ccccc2)C(O)c2cc(OC)c(C)c(OC)c2)cc1. As a reaction SMILES: [CH3:52][CH2:53][O:54][C:55](=[O:56])[CH3:57].[CH3:6][O:7][C:8]([c:9]1[c:10]([O:16][c:17]2[cH:18][cH:19][c:20]([O:23][CH:24]([CH2:25][CH2:26][CH2:27][c:28]3[cH:29][cH:30][cH:31][cH:32][cH:33]3)[CH:34]([O:35][CH2:36][O:37][CH3:38])[c:39]3[cH:40][c:41]([O:48][CH3:49])[c:42]([CH3:47])[c:43]([O:45][CH3:46])[cH:44]3)[cH:21][cH:22]2)[cH:11][c:12]([CH3:15])[cH:13][cH:14]1)=[O:50].[ClH:51].[O:1]1[CH2:2][CH2:3][CH2:4][CH2:5]1>>[CH3:6][O:7][C:8]([c:9]1[c:10]([O:16][c:17]2[cH:18][cH:19][c:20]([O:23][CH:24]([CH2:25][CH2:26][CH2:27][c:28]3[cH:29][cH:30][cH:31][cH:32][cH:33]3)[CH:34]([OH:35])[c:39]3[cH:40][c:41]([O:48][CH3:49])[c:42]([CH3:47])[c:43]([O:45][CH3:46])[cH:44]3)[cH:21][cH:22]2)[cH:11][c:12]([CH3:15])[cH:13][cH:14]1)=[O:50].